This data is from the Open Reaction Database (ORD), a public repository of structured organic reaction records. The task is: describe an organic reaction: reactants, conditions, products, and yield Reactants: CN1CCCC(CC1)N2C(=O)C=3C=CC=CC3C(=N2)CC=4C=CC(=CC4)Cl (azelastine), C(C)(=O)O (acetic acid). Yields the product CN1CCCC(CC1)N2C(=O)C=3C=CC=CC3C(=N2)CC=4C=CC(=CC4)Cl.C(C)(=O)[O-] (azelastine acetate). RXN SMILES: [CH3:1][N:2]1[CH2:8][CH2:7][CH:6]([N:9]2[N:19]=[C:18]([CH2:20][C:21]3[CH:22]=[CH:23][C:24]([Cl:27])=[CH:25][CH:26]=3)[C:17]3[CH:16]=[CH:15][CH:14]=[CH:13][C:12]=3[C:10]2=[O:11])[CH2:5][CH2:4][CH2:3]1.[C:28]([OH:31])(=[O:30])[CH3:29]>>[CH3:1][N:2]1[CH2:8][CH2:7][CH:6]([N:9]2[N:19]=[C:18]([CH2:20][C:21]3[CH:26]=[CH:25][C:24]([Cl:27])=[CH:23][CH:22]=3)[C:17]3[CH:16]=[CH:15][CH:14]=[CH:13][C:12]=3[C:10]2=[O:11])[CH2:5][CH2:4][CH2:3]1.[C:28]([O-:31])(=[O:30])[CH3:29] |f:2.3|. Reported procedure: The pH value of the solution so obtained is 5.5, the molar ratio azelastine : acetic acid is 1:1.1. As a reaction SMILES: [CH2:1]([c:2]1[cH:3][cH:4][cH:5][cH:6][cH:7]1)[N:8]1[CH2:9][CH:10]([CH:21]([CH3:22])[OH:23])[CH:11]([c:13]2[cH:14][c:15]([Cl:20])[c:16]([F:19])[cH:17][cH:18]2)[CH2:12]1.[Cl:26][c:27]1[n:28][cH:29][c:30]([C:31]#[N:32])[cH:33][cH:34]1.[H-:25].[Na+:24].[O:35]=[CH:36][N:37]([CH3:38])[CH3:39]>>[CH2:1]([c:2]1[cH:3][cH:4][cH:5][cH:6][cH:7]1)[N:8]1[CH2:9][CH:10]([CH:21]([CH3:22])[O:23][c:27]2[n:28][cH:29][c:30]([C:31]#[N:32])[cH:33][cH:34]2)[CH:11]([c:13]2[cH:14][c:15]([Cl:20])[c:16]([F:19])[cH:17][cH:18]2)[CH2:12]1. Starting materials: CC(O)C1CN(Cc2ccccc2)CC1c1ccc(F)c(Cl)c1, N#Cc1ccc(Cl)nc1, [H-], [Na+], CN(C)C=O. The product is CC(Oc1ccc(C#N)cn1)C1CN(Cc2ccccc2)CC1c1ccc(F)c(Cl)c1. Reactants: C(C1=CC=CC=C1)N1CCC(CC1)N(C(OCC)=O)C (Ethyl N-(1-benzylpiperid-4-yl)-N-methylcarbamate). Reagents/catalysts: [Pd] (Pd/C). Solvent: C(C)(=O)O (acetic acid). Yields the product N1CCC(CC1)N(C(OCC)=O)C (Ethyl N-piperid-4-yl-N-methylcarbamate). Yield: 61.0%. RXN SMILES: C([N:8]1[CH2:13][CH2:12][CH:11]([N:14]([CH3:20])[C:15](=[O:19])[O:16][CH2:17][CH3:18])[CH2:10][CH2:9]1)C1C=CC=CC=1>C(O)(=O)C.[Pd]>[NH:8]1[CH2:9][CH2:10][CH:11]([N:14]([CH3:20])[C:15](=[O:19])[O:16][CH2:17][CH3:18])[CH2:12][CH2:13]1. Procedure details: 49 g of the compound obtained in Stage A dissolved in 500 ml of acetic acid in the presence of 1 g of 5% Pd/C are hydrogenated at 50° C. under 5 Kg. The catalyst is filtered off, the filtrate is evaporated, recovered with diethyl ether and rendered basic in the cold with 50 ml of sodium hydroxide solution. The ethereal phase is dried and evaporated to yield the desired compound. Reactants: NC1=CC=CC=C1 (aniline), [N+](=O)([O-])C1=CC=CC=C1 (nitrobenzene), TMA(OH). Run in O (water). Run at time 4 hour. The product is C1=CC=CC2=NC3=CC=CC=C3N=C12 (phenazine). RXN SMILES: [NH2:1][C:2]1[CH:7]=[CH:6][CH:5]=[CH:4][CH:3]=1.[N+:8]([C:11]1[CH:16]=[CH:15][CH:14]=[CH:13][CH:12]=1)([O-])=O>O>[CH:6]1[C:7]2[C:2](=[N:1][C:12]3[C:11]([N:8]=2)=[CH:16][CH:15]=[CH:14][CH:13]=3)[CH:3]=[CH:4][CH:5]=1. Procedure: 116.0 gm of calcined and protonated ZSM-5 was added to a solution of 92.8 gms of 25% aqueous TMA(OH) and 116 ml of deionized water. The resulting slurry was ion exchanged for about 4 hours at 48° C. The slurry was filtered in a Buchner funnel. The filter cake was dried at 40° C. in a vacuum desiccator for fourteen hours and the filtrate set aside for use in subsequent loading. To the dried filter cake was added 122.7 gms of 25% aqueous TMA(OH). The resulting slurry was vigorously mixed at 40 ° C... Reactants: COc1cccc2c(CCI)coc12, CS(C)=O, CCN(C(C)C)C(C)C, c1cnc2c(N3CCNCC3)cccc2c1. Product: COc1cccc2c(CCN3CCN(c4cccc5cccnc45)CC3)coc12. RXN SMILES: [CH3:1][O:2][c:3]1[cH:4][cH:5][cH:6][c:7]2[c:8]([CH2:12][CH2:13][I:14])[cH:9][o:10][c:11]12.[CH3:40][S:41]([CH3:42])=[O:43].[CH:31]([N:32]([CH2:33][CH3:34])[CH:35]([CH3:36])[CH3:37])([CH3:38])[CH3:39].[N:15]1([c:21]2[cH:22][cH:23][cH:24][c:25]3[cH:26][cH:27][cH:28][n:29][c:30]23)[CH2:16][CH2:17][NH:18][CH2:19][CH2:20]1>>[CH3:1][O:2][c:3]1[cH:4][cH:5][cH:6][c:7]2[c:8]([CH2:12][CH2:13][N:18]3[CH2:17][CH2:16][N:15]([c:21]4[cH:22][cH:23][cH:24][c:25]5[cH:26][cH:27][cH:28][n:29][c:30]45)[CH2:20][CH2:19]3)[cH:9][o:10][c:11]12. The reactants are ClC1=CC=2C3=C(N(C2C=C1)CC(O)(C1=CC=C(C=C1)F)C1CC1)CCN(C3)C (2-(8-Chloro-1,2,3,4-tetrahydro-2-methylpyrido[4,3-b]indol-5-yl)-1-cyclopropyl-1-(4-fluorophenyl)ethanol), S(=O)(Cl)Cl (thionyl chloride), [OH-].[K+] (KOH). Conditions: time 5 minute. Product: ClC1=CC=2C3=C(N(C2C=C1)\C=C(/C=C/C)\C1=CC=C(C=C1)F)CCN(C3)C (8-chloro-5-((1E,3E)-2-(4-fluorophenyl)penta-1,3-dienyl)-2-methyl-2,3,4,5-tetrahydro-1H-pyrido[4,3-b]indole). Reaction SMILES: [Cl:1][C:2]1[CH:10]=[CH:9][C:8]2[N:7]([CH2:11][C:12]([CH:21]3[CH2:23][CH2:22]3)([C:14]3[CH:19]=[CH:18][C:17]([F:20])=[CH:16][CH:15]=3)O)[C:6]3[CH2:24][CH2:25][N:26]([CH3:28])[CH2:27][C:5]=3[C:4]=2[CH:3]=1.S(Cl)(Cl)=O.[OH-].[K+]>>[Cl:1][C:2]1[CH:10]=[CH:9][C:8]2[N:7](/[CH:11]=[C:12](/[C:14]3[CH:19]=[CH:18][C:17]([F:20])=[CH:16][CH:15]=3)\[CH:21]=[CH:22]\[CH3:23])[C:6]3[CH2:24][CH2:25][N:26]([CH3:28])[CH2:27][C:5]=3[C:4]=2[CH:3]=1 |f:2.3|. Procedure details: 2-(8-Chloro-1,2,3,4-tetrahydro-2-methylpyrido[4,3-b]indol-5-yl)-1-cyclopropyl-1-(4-fluorophenyl)ethanol (398 g, 1 mmol) was dissolved thionyl chloride (3 mL) and stirred for 5 min. at RT. The solution was heated at 50° C. for 2 h. Excess thionyl chloride was removed under reduced pressure and the residue was dissolved in N-methyl-2-pyrrolidone (3 mL). KOH (472 mg, 8.4 mmol) was added and the reaction mixture was heated at 100° C. for 2 h. The reaction mixture was cooled to RT and diluted with ic... Reactants: C(C)(C)(C)OC(NN1C=CC=C1)=O (pyrrol-1-yl-carbamic acid tert-butyl ester), FC(C1=C(CCl)C=CC=C1)(F)F (2-trifluoromethylbenzyl chloride), [H-].[Na+] (sodium hydride). Product: C(C)(C)(C)OC(N(N1C=CC=C1)CC1=C(C=CC=C1)C(F)(F)F)=O ((2-Trifluoromethyl-benzyl)-pyrrol-1-yl-carbamic acid tert-butyl ester). RXN SMILES: [C:1]([O:5][C:6](=[O:13])[NH:7][N:8]1[CH:12]=[CH:11][CH:10]=[CH:9]1)([CH3:4])([CH3:3])[CH3:2].[F:14][C:15]([F:25])([F:24])[C:16]1[CH:23]=[CH:22][CH:21]=[CH:20][C:17]=1[CH2:18]Cl.[H-].[Na+]>>[C:1]([O:5][C:6](=[O:13])[N:7]([CH2:18][C:17]1[CH:20]=[CH:21][CH:22]=[CH:23][C:16]=1[C:15]([F:14])([F:24])[F:25])[N:8]1[CH:12]=[CH:11][CH:10]=[CH:9]1)([CH3:4])([CH3:2])[CH3:3] |f:2.3|. Procedure: Prepared according to the benzylation condition used in Example 1 step b) from pyrrol-1-yl-carbamic acid tert-butyl ester (1.0 eq.), 2-trifluoromethylbenzyl chloride (1.0 eq.) and sodium hydride (1.3 eq.). ESI (m/z): 341 (M+H)+. Product: CSc1ncc2c(n1)N(C)C(=O)N(c1cc(N)c(F)cc1Cl)C2. Reaction SMILES: [CH3:27][CH2:28][OH:29].[Cl:1][c:2]1[c:3]([N:12]2[C:13](=[O:25])[N:14]([CH3:24])[c:15]3[n:16][c:17]([S:22][CH3:23])[n:18][cH:19][c:20]3[CH2:21]2)[cH:4][c:5]([N+:9]([O-:10])=[O:11])[c:6]([F:8])[cH:7]1.[ClH:26].[Fe:30]>>[Cl:1][c:2]1[c:3]([N:12]2[C:13](=[O:25])[N:14]([CH3:24])[c:15]3[n:16][c:17]([S:22][CH3:23])[n:18][cH:19][c:20]3[CH2:21]2)[cH:4][c:5]([NH2:9])[c:6]([F:8])[cH:7]1. The reactants are CCO, CSc1ncc2c(n1)N(C)C(=O)N(c1cc([N+](=O)[O-])c(F)cc1Cl)C2, Cl, [Fe]. The reactants are C(=O)(O)[O-].[Na+] (NaHCO3), [Si](C)(C)(C(C)(C)C)OC1=CC=C(C=C1)CCO (2-(4-((tert-butyl(dimethyl)silyl]oxy}phenyl)ethanol), C(C)(C)N(CC)C(C)C (diisopropylethylamine), CS(=O)(=O)Cl (methanesulfonyl chloride). The solvent is C(Cl)Cl (DCM), O (Water). Reaction conditions: temperature 0 celsius, time 6 hour. Yields the product CS(=O)(=O)OCCC1=CC=C(C=C1)O[Si](C)(C)C(C)(C)C (2-(4-{[tert-Butyl(dimethyl)silyl]oxy}phenyl)ethyl methanesulfonate). RXN SMILES: [Si:1]([O:8][C:9]1[CH:14]=[CH:13][C:12]([CH2:15][CH2:16][OH:17])=[CH:11][CH:10]=1)([C:4]([CH3:7])([CH3:6])[CH3:5])([CH3:3])[CH3:2].C(N(C(C)C)CC)(C)C.[CH3:27][S:28](Cl)(=[O:30])=[O:29].C([O-])(O)=O.[Na+]>C(Cl)Cl.O>[CH3:27][S:28]([O:17][CH2:16][CH2:15][C:12]1[CH:13]=[CH:14][C:9]([O:8][Si:1]([C:4]([CH3:7])([CH3:6])[CH3:5])([CH3:3])[CH3:2])=[CH:10][CH:11]=1)(=[O:30])=[O:29] |f:3.4|. Procedure: A solution of 2-(4-((tert-butyl(dimethyl)silyl]oxy}phenyl)ethanol (653 mg) and diisopropylethylamine (1.8 ml) in DCM (15 ml) at 0° under nitrogen was treated with methanesulfonyl chloride (0.44 ml) and the mixture was stirred at 0° C. for 6 h. Saturated NaHCO3 solution was added and the mixture stirred for 15 min. Water (20 ml) was added and the mixture was extracted with DCM. The extract was dried (Na2SO4) and the solvent evaporated in vacuo to give the title compound (904 mg). LCMS RT=3.85 min... Reaction conditions: time 14 hour. As a reaction SMILES: Cl.[NH2:2][CH2:3][CH:4]1[CH2:9][CH2:8][CH:7]([NH:10][C:11](=[O:20])[O:12][CH2:13][C:14]2[CH:19]=[CH:18][CH:17]=[CH:16][CH:15]=2)[CH2:6][CH2:5]1.C(N(C(C)C)CC)(C)C.[C:30]([N:38]=[C:39]=[S:40])(=[O:37])[C:31]1[CH:36]=[CH:35][CH:34]=[CH:33][CH:32]=1.O>C1COCC1>[CH2:13]([O:12][C:11](=[O:20])[NH:10][CH:7]1[CH2:8][CH2:9][CH:4]([CH2:3][NH:2][C:39]([NH:38][C:30](=[O:37])[C:31]2[CH:32]=[CH:33][CH:34]=[CH:35][CH:36]=2)=[S:40])[CH2:5][CH2:6]1)[C:14]1[CH:15]=[CH:16][CH:17]=[CH:18][CH:19]=1 |f:0.1|. Reactants: O (water), Cl.NCC1CCC(CC1)NC(OCC1=CC=CC=C1)=O (benzyl N-[4-(aminomethyl)cyclohexyl]carbamate HCl), C(C)(C)N(CC)C(C)C (diisopropylethylamine), C(C1=CC=CC=C1)(=O)N=C=S (benzoylisothiocyanate). The solvent is C1CCOC1 (THF). The product is C(C1=CC=CC=C1)OC(NC1CCC(CC1)CNC(=S)NC(C1=CC=CC=C1)=O)=O (Benzyl-N-[4-({[(benzoylamino)carbothioyl]amino}-methyl)-cyclohexyl]carbamate). Procedure details: A solution of benzyl N-[4-(aminomethyl)cyclohexyl]carbamate HCl (3.46 g, 11.6 mmol) and diisopropylethylamine (6.0 ml) in anhydrous THF (90 ml) was stirred at room temperature for 20 minutes. To this solution was added benzoylisothiocyanate (2.00 g, 12.3 mmol) and the reaction mixture stirred at room temperature for 14 hours. The solution was poured into water (200 ml) and extracted with Et2O (2×150 ml). The organic layer was dried over MgSO4, filtered and evaporated to yield a solid. The solid ... The yield is 101.8%.